From a dataset of the Open Reaction Database (ORD), a public repository of structured organic reaction records. describe an organic reaction: reactants, conditions, products, and yield Reactants: BrC=1C=C(C(=C(CNCC(OC)OC)C1)C)OC(C)C (N-[5-bromo-2-methyl-3-(propan-2-yloxy)benzyl]-2,2-dimethoxyethanamine), C(=O)([O-])[O-].[Na+].[Na+] (Na2CO3), S(=O)(=O)(C1=CC=C(C)C=C1)Cl (TsCl). The solvent is C1CCOC1 (THF), O (H2O). Reaction conditions: time 5 hour. Yields the product BrC=1C=C(C(=C(CN(S(=O)(=O)C2=CC=C(C=C2)C)CC(OC)OC)C1)C)OC(C)C (N-[5-bromo-2-methyl-3-(propan-2-yloxy)benzyl]-N-(2,2-dimethoxyethyl)-4-methylbenzenesulfonamide). The yield is 93.9%. RXN SMILES: [Br:1][C:2]1[CH:3]=[C:4]([O:17][CH:18]([CH3:20])[CH3:19])[C:5]([CH3:16])=[C:6]([CH:15]=1)[CH2:7][NH:8][CH2:9][CH:10]([O:13][CH3:14])[O:11][CH3:12].C([O-])([O-])=O.[Na+].[Na+].[S:27](Cl)([C:30]1[CH:36]=[CH:35][C:33]([CH3:34])=[CH:32][CH:31]=1)(=[O:29])=[O:28]>C1COCC1.O>[Br:1][C:2]1[CH:3]=[C:4]([O:17][CH:18]([CH3:20])[CH3:19])[C:5]([CH3:16])=[C:6]([CH:15]=1)[CH2:7][N:8]([CH2:9][CH:10]([O:11][CH3:12])[O:13][CH3:14])[S:27]([C:30]1[CH:36]=[CH:35][C:33]([CH3:34])=[CH:32][CH:31]=1)(=[O:29])=[O:28] |f:1.2.3|. Reported procedure: To a mixture of N-[5-bromo-2-methyl-3-(propan-2-yloxy)benzyl]-2,2-dimethoxyethanamine (108c, 3.5 g, 10 mmol) and Na2CO3 (1.6 g, 15 mmol) in THF (40 mL) and H2O (20 mL) was added TsCl (2.0 g, 11 mmol). The reaction mixture was stirred at room temperature for 5 hours, then extracted with EtOAc (4×40 mL). The combined organic layers were washed with H2O (2×30 mL) and brine (2×100 mL), dried over Na2SO4, filtered, and concentrated under vacuum. The residue was purified by column chromatography (petr... The reactants are CN(C)C=O (DMF), ClC1=NC=CC=C1C(F)(F)F (2-chloro-3-trifluoromethyl-pyridine). Reagents/catalysts: [C-]#N.[C-]#N.[Zn+2] (Zn(CN)2), C=1C=CC(=CC1)/C=C/C(=O)/C=C/C2=CC=CC=C2.C=1C=CC(=CC1)/C=C/C(=O)/C=C/C2=CC=CC=C2.C=1C=CC(=CC1)/C=C/C(=O)/C=C/C2=CC=CC=C2.[Pd].[Pd] (Pd2(dba)3), C1=CC=C(C=C1)P([C-]2C=CC=C2)C3=CC=CC=C3.C1=CC=C(C=C1)P([C-]2C=CC=C2)C3=CC=CC=C3.[Fe+2] (DPPF). The solvent is O (H2O). Conditions: temperature 120 celsius, time 1 hour. Product: C(#N)C1=NC=CC=C1C(F)(F)F (2-cyano-3-trifluoromethylpyridine). Reaction SMILES: [CH3:1][N:2](C=O)C.Cl[C:7]1[C:12]([C:13]([F:16])([F:15])[F:14])=[CH:11][CH:10]=[CH:9][N:8]=1>[C-]#N.[C-]#N.[Zn+2].C1C=CC(/C=C/C(/C=C/C2C=CC=CC=2)=O)=CC=1.C1C=CC(/C=C/C(/C=C/C2C=CC=CC=2)=O)=CC=1.C1C=CC(/C=C/C(/C=C/C2C=CC=CC=2)=O)=CC=1.[Pd].[Pd].C1C=CC(P(C2C=CC=CC=2)[C-]2C=CC=C2)=CC=1.C1C=CC(P(C2C=CC=CC=2)[C-]2C=CC=C2)=CC=1.[Fe+2].O>[C:1]([C:7]1[C:12]([C:13]([F:16])([F:15])[F:14])=[CH:11][CH:10]=[CH:9][N:8]=1)#[N:2] |f:2.3.4,5.6.7.8.9,10.11.12|. Procedure: DMF (3500 mL), H2O (35 mL), 2-chloro-3-trifluoromethyl-pyridine (250 g; 1.38 mol), Zn(CN)2 (97 g; 0.83 mol), Pd2(dba)3 (19.0 g) and DPPF (22.4 g) are combined in a 22.0 liter flask. The reaction mixture is degassed by bubbling N2 into the reaction mixture over a period of 30 minutes. The reaction mixture is then heated to 120° C. for 4.5 hours, at which time an additional 9.5 g of Pd2(dba)3 and 11.2 g of DPPF is added to the reaction mixture. The reaction mixture is then heated at 120° C. for an... Reactants: C(C1=CC=CC=C1)OC1=C(C=CC(=C1)[N+](=O)[O-])F (2-(benzyloxy)-1-fluoro-4-nitrobenzene), COCCO (2-methoxy ethanol), C(=O)([O-])[O-].[Cs+].[Cs+] (Cs2CO3), CCCCCC.C(C)(=O)OCC (hexane ethyl acetate). The solvent is O (water). Conditions: temperature 80 celsius, time 2 hour. Product: C(C1=CC=CC=C1)OC1=C(C=CC(=C1)[N+](=O)[O-])OCCOC (2-(benzyloxy)-1-(2-methoxyethoxy)-4-nitrobenzene). RXN SMILES: [CH2:1]([O:8][C:9]1[CH:14]=[C:13]([N+:15]([O-:17])=[O:16])[CH:12]=[CH:11][C:10]=1F)[C:2]1[CH:7]=[CH:6][CH:5]=[CH:4][CH:3]=1.[CH3:19][O:20][CH2:21][CH2:22][OH:23].C([O-])([O-])=O.[Cs+].[Cs+].CCCCCC.C(OCC)(=O)C>O>[CH2:1]([O:8][C:9]1[CH:14]=[C:13]([N+:15]([O-:17])=[O:16])[CH:12]=[CH:11][C:10]=1[O:23][CH2:22][CH2:21][O:20][CH3:19])[C:2]1[CH:7]=[CH:6][CH:5]=[CH:4][CH:3]=1 |f:2.3.4,5.6|. Procedure details: Into a 25 mL 3-neck RBF equipped with reflux condenser and thermo pocket were charged 2-(benzyloxy)-1-fluoro-4-nitrobenzene (3.3 g), 2-methoxy ethanol (16.0 mL) and Cs2CO3 (8.67 g). The reaction mixture was heated at 80° C. for 2 hr. The reaction was monitored on TLC using hexane:ethyl acetate (5:5) as mobile phase. The reaction was complete after 2 hr. After completion, the reaction mixture was cooled to room temperature and poured into cold water. Solid precipitate was filtered and washed with...